From a dataset of the Open Reaction Database (ORD), a public repository of structured organic reaction records. describe an organic reaction: reactants, conditions, products, and yield Starting materials: Cl (hydrochloric acid), CON=C(C(=O)NC1[C@@H]2N(C(=C(CS2)CSC2=NN=NN2CCCCCC)C(=O)O)C1=O)C=1N=C(SC1)NC=O (7-[2-methoxyimino-2-(2-formamidothiazol-4-yl)acetamido]-3-(1-hexyl-1H-tetrazol-5-yl)thiomethyl-3-cephem-4-carboxylic acid). Solvent: CO (methanol). Reaction conditions: time 4 hour. Product: CON=C(C(=O)NC1[C@@H]2N(C(=C(CS2)CSC2=NN=NN2CCCCCC)C(=O)O)C1=O)C=1N=C(SC1)N (7-[2-methoxyimino-2-(2-aminothiazol-4-yl)acetamido]-3-(1-hexyl-1H-tetrazol-5-yl)thiomethyl-3-cephem-4-carboxylic acid). The yield is 80.7%. Reaction SMILES: Cl.[CH3:2][O:3][N:4]=[C:5]([C:34]1[N:35]=[C:36]([NH:39]C=O)[S:37][CH:38]=1)[C:6]([NH:8][CH:9]1[C:32](=[O:33])[N:11]2[C:12]([C:29]([OH:31])=[O:30])=[C:13]([CH2:16][S:17][C:18]3[N:22]([CH2:23][CH2:24][CH2:25][CH2:26][CH2:27][CH3:28])[N:21]=[N:20][N:19]=3)[CH2:14][S:15][C@H:10]12)=[O:7]>CO>[CH3:2][O:3][N:4]=[C:5]([C:34]1[N:35]=[C:36]([NH2:39])[S:37][CH:38]=1)[C:6]([NH:8][CH:9]1[C:32](=[O:33])[N:11]2[C:12]([C:29]([OH:31])=[O:30])=[C:13]([CH2:16][S:17][C:18]3[N:22]([CH2:23][CH2:24][CH2:25][CH2:26][CH2:27][CH3:28])[N:21]=[N:20][N:19]=3)[CH2:14][S:15][C@H:10]12)=[O:7]. Reported procedure: Conc. hydrochloric acid (2.1 g.) was added under ice-cooling and stirring to a solution of 7-[2-methoxyimino-2-(2-formamidothiazol-4-yl)acetamido]-3-(1-hexyl-1H-tetrazol-5-yl)thiomethyl-3-cephem-4-carboxylic acid (syn isomer) (6.0 g.) in methanol (60 ml.), and the mixture was stirred for 4 hours at ambient temperature. The solvent was removed from the reaction mixture and ethyl acetate (50 g.) was added thereto. The mixture was adjusted to pH 7.0 under stirring with a saturated aqueous solution ... Starting materials: CN(C)c1ccncc1, COc1cc2nccc(Cl)c2cc1OC, Clc1ccccc1Cl, O, Cc1cc(=O)oc2ccc(O)cc12. Product: COc1cc2nccc(Oc3ccc4oc(=O)cc(C)c4c3)c2cc1OC. As a reaction SMILES: [CH3:30][N:31]([CH3:32])[c:33]1[cH:34][cH:35][n:36][cH:37][cH:38]1.[Cl:14][c:15]1[cH:16][cH:17][n:18][c:19]2[cH:20][c:21]([O:27][CH3:28])[c:22]([O:25][CH3:26])[cH:23][c:24]12.[Cl:39][c:40]1[cH:41][cH:42][cH:43][cH:44][c:45]1[Cl:46].[OH2:29].[OH:1][c:2]1[cH:3][c:4]2[c:5]([CH3:13])[cH:6][c:7](=[O:12])[o:8][c:9]2[cH:10][cH:11]1>>[O:1]([c:2]1[cH:3][c:4]2[c:5]([CH3:13])[cH:6][c:7](=[O:12])[o:8][c:9]2[cH:10][cH:11]1)[c:15]1[cH:16][cH:17][n:18][c:19]2[cH:20][c:21]([O:27][CH3:28])[c:22]([O:25][CH3:26])[cH:23][c:24]12.